Dataset: the Open Reaction Database (ORD), a public repository of structured organic reaction records. Task: describe an organic reaction: reactants, conditions, products, and yield The reactants are O=[O+][O-] (Ozone), C(C=C)OC1=C(CO)C=CC=C1 (2-(allyloxy)benzyl alcohol), olefin, [BH4-].[Na+] (NaBH4). Solvent: CO (methanol). Run at time 30 minute. Yields the product diol, OCCOC1=C(CO)C=CC=C1 (2-(2'-hydroxyethoxy)-benzyl alcohol). Isolated yield 67.0%. RXN SMILES: [O:1]=[O+][O-].[CH2:4]([O:7][C:8]1[CH:15]=[CH:14][CH:13]=[CH:12][C:9]=1[CH2:10][OH:11])[CH:5]=C.[BH4-].[Na+]>CO>[OH:1][CH2:5][CH2:4][O:7][C:8]1[CH:15]=[CH:14][CH:13]=[CH:12][C:9]=1[CH2:10][OH:11] |f:2.3|. Procedure: Ozone was bubbled through a -78° C. dry methanol solution of 2-(allyloxy)benzyl alcohol (LaChapelle et al Tetrahedron, 44(16), 5033-5044 (1988)) (7.0 g, 43 mmol) for 13 minutes, checking the reaction TLC profile every 2 minutes for complete disappearance of the starting olefin (Rf=0.8, 75% EtOAc/hexane). The reaction mixture was purged with nitrogen, NaBH4 (9.7 g, 0.25 mol) was added and the reaction temperature brought to 0° C. After 30 minutes, the reaction was warmed to room temperature, conc...